From a dataset of the Open Reaction Database (ORD), a public repository of structured organic reaction records. describe an organic reaction: reactants, conditions, products, and yield Reactants: C1CC2=CC=CC=C2C(=O)C1 (α-tetralone), O1CCCC1 (tetrahydrofuran), CN (methylamine), solution. The reagents and catalysts are [Ti](Cl)(Cl)(Cl)Cl (titanium tetrachloride). Solvent: C1(=CC=CC=C1)C (toluene), C(Cl)Cl (methylene chloride). Conditions: temperature -40 celsius, time 16 hour. Product: CNC1=CC=CC2=CC=CC=C12 (N-Methyl-1-naphthylamine). Yield: 60.0%. Reaction SMILES: [CH2:1]1[CH2:11][C:9](=O)[C:8]2[C:3](=[CH:4][CH:5]=[CH:6][CH:7]=2)[CH2:2]1.O1CCCC1.[CH3:17][NH2:18]>C1(C)C=CC=CC=1.C(Cl)Cl.[Ti](Cl)(Cl)(Cl)Cl>[CH3:17][NH:18][C:9]1[C:8]2[C:3](=[CH:4][CH:5]=[CH:6][CH:7]=2)[CH:2]=[CH:1][CH:11]=1. Procedure: Into a solution of 10 g (68 mmol) of α-tetralone in 140 mL of toluene is added 200 mL (400 mmol) of a 2.0 M tetrahydrofuran solution of methylamine at -5° C. to 0° C. After the addition is complete, the reaction mixture is cooled to -40° C. and 34.6 mL (34.6 mmol) of a 1 M solution of titanium tetrachloride in methylene chloride is added over a 15 minute period. After this addition is complete, the reaction mixture is allowed to warm to ambient temperature. After stirring at ambient temperature ... Starting materials: [Si](C)(C)(C(C)(C)C)O[C@H]1C[C@@H](CC2=CC=C3[C@@H]4CC=C([C@H](C)SC(=O)OC5=CC=CC=C5)[C@]4(CC[C@@H]3[C@@]12C)C)O (1α-(tert-butyldimethylsilyloxy)-3β-hydroxy-20(S)-phenoxycarbonylthiopregna-5,7,16-triene), BrCCC(CC)(O)CC (5-bromo-3-ethyl-3-pentanol), O1CCCC1 (tetrahydrofuran), [OH-].[K+] (KOH). The solvent is CO (methanol). The product is [Si](C)(C)(C(C)(C)C)O[C@H]1C[C@@H](CC2=CC=C3[C@@H]4CC=C([C@H](C)SCCC(CC)(O)CC)[C@]4(CC[C@@H]3[C@@]12C)C)O (1α-(tert-Butyldimethylsilyloxy)-3β-hydroxy-20(S)-(3-ethyl-3-hydroxypentylthio)pregna-5,7,16-triene). The yield is 121.1%. RXN SMILES: [Si:1]([O:8][C@@H:9]1[C@@:37]2([CH3:38])[C:13](=[CH:14][CH:15]=[C:16]3[C@@H:36]2[CH2:35][CH2:34][C@@:33]2([CH3:39])[C@H:17]3[CH2:18][CH:19]=[C:20]2[C@@H:21]([S:23][C:24](OC2C=CC=CC=2)=O)[CH3:22])[CH2:12][C@@H:11]([OH:40])[CH2:10]1)([C:4]([CH3:7])([CH3:6])[CH3:5])([CH3:3])[CH3:2].Br[CH2:42][CH2:43][C:44]([CH2:48]C)([OH:47])[CH2:45][CH3:46].O1CCCC1.[OH-].[K+]>CO>[Si:1]([O:8][C@@H:9]1[C@@:37]2([CH3:38])[C:13](=[CH:14][CH:15]=[C:16]3[C@@H:36]2[CH2:35][CH2:34][C@@:33]2([CH3:39])[C@H:17]3[CH2:18][CH:19]=[C:20]2[C@@H:21]([S:23][CH2:24][CH2:48][C:44]([CH2:45][CH3:46])([OH:47])[CH2:43][CH3:42])[CH3:22])[CH2:12][C@@H:11]([OH:40])[CH2:10]1)([C:4]([CH3:7])([CH3:6])[CH3:5])([CH3:3])[CH3:2] |f:3.4|. Procedure: Under the same conditions as in Example 3, 1α-(tert-butyldimethylsilyloxy)-3β-hydroxy-20(S)-phenoxycarbonylthiopregna-5,7,16-triene (82.8 mg, 0.143 mmol), 5-bromo-3-ethyl-3-pentanol (139 mg, 0.715 mmol), tetrahydrofuran. (1 ml) and 1M KOH solution in methanol (1 ml) were reacted and worked up, and then the residue was purified by preparative thin layer chromatography (0.5 mm×2, dichloromethane : ethyl acetate=8:1, developed once) to give 99.6 mg of a product, which was directly used in the subse... Reactants: N1CCC2(CC1)CSC1=C(O2)C2=CC=CC=C2C(C1=O)=O (spiro[naphtho[1,2-b][1,4]oxathiine-2,4′-piperidine]-5,6-dione), C1(=CC=CC=C1)SCC(=O)Cl ((phenylthio)acetyl chloride). Yields the product C1(=CC=CC=C1)SCC(=O)N1CCC2(CC1)CSC1=C(O2)C2=CC=CC=C2C(C1=O)=O (1′-[(phenylthio)acetyl]spiro[naphtho[1,2-b][1,4]oxathiine-2,4′-piperidine]-5,6-dione). RXN SMILES: [NH:1]1[CH2:6][CH2:5][C:4]2([O:11][C:10]3[C:12]4[C:17]([C:18](=[O:21])[C:19](=[O:20])[C:9]=3[S:8][CH2:7]2)=[CH:16][CH:15]=[CH:14][CH:13]=4)[CH2:3][CH2:2]1.[C:22]1([S:28][CH2:29][C:30](Cl)=[O:31])[CH:27]=[CH:26][CH:25]=[CH:24][CH:23]=1>>[C:22]1([S:28][CH2:29][C:30]([N:1]2[CH2:2][CH2:3][C:4]3([O:11][C:10]4[C:12]5[C:17]([C:18](=[O:21])[C:19](=[O:20])[C:9]=4[S:8][CH2:7]3)=[CH:16][CH:15]=[CH:14][CH:13]=5)[CH2:5][CH2:6]2)=[O:31])[CH:27]=[CH:26][CH:25]=[CH:24][CH:23]=1. Procedure details: Compound 48 was synthesized using spiro[naphtho[1,2-b][1,4]oxathiine-2,4′-piperidine]-5,6-dione, (phenylthio)acetyl chloride and conditions outlined in procedure N. M.p.=155-157° C.; 300 MHz 1H NMR (DMSO-d6) δ 7.89 (m, 2H), 7.76 (t, 1H), 7.60 (t, 1H), 7.39 (m, 2H), 7.29 (m, 2H), 7.20 (m, 1H), 4.11 (dd, 2H), 4.05 (s, 2H), 3.42 (t, 2H), 3.11 (s, 2H), 2.05 (m, 2H), 1.80 (m, 2H); LCMS: 452 [M+H]. The reactants are [Na] (sodium), COC1=CC=C(C=C1)C1=NN=C(O1)C(=O)N1CC(C1)OC1=CC=C(C=O)C=C1 (4-(1-(5-(4-Methoxyphenyl)-1,3,4-oxadiazole-2-carbonyl)azetidin-3-yloxy)benzaldehyde), Cl.CC1(CCNCCC1)O (4-methylazepan-4-ol hydrochloride), TEA, C(=O)(O)[O-].[Na+] (NaHCO3). The solvent is ClCCl (dichloromethane), ClCCl (dichloromethane). Reaction conditions: time 1 hour. Yields the product OC1(CCN(CCC1)CC1=CC=C(OC2CN(C2)C(=O)C=2OC(=NN2)C2=CC=C(C=C2)OC)C=C1)C ((3-(4-((4-hydroxy-4-methylazepan-1-yl)methyl)phenoxy)azetidin-1-yl)(5-(4-methoxyphenyl)-1,3,4-oxadiazol-2-yl)methanone). Reaction SMILES: [CH3:1][O:2][C:3]1[CH:8]=[CH:7][C:6]([C:9]2[O:13][C:12]([C:14]([N:16]3[CH2:19][CH:18]([O:20][C:21]4[CH:28]=[CH:27][C:24]([CH:25]=O)=[CH:23][CH:22]=4)[CH2:17]3)=[O:15])=[N:11][N:10]=2)=[CH:5][CH:4]=1.Cl.[CH3:30][C:31]1([OH:38])[CH2:37][CH2:36][CH2:35][NH:34][CH2:33][CH2:32]1.[Na].C([O-])(O)=O.[Na+]>ClCCl>[OH:38][C:31]1([CH3:30])[CH2:37][CH2:36][CH2:35][N:34]([CH2:25][C:24]2[CH:23]=[CH:22][C:21]([O:20][CH:18]3[CH2:19][N:16]([C:14]([C:12]4[O:13][C:9]([C:6]5[CH:7]=[CH:8][C:3]([O:2][CH3:1])=[CH:4][CH:5]=5)=[N:10][N:11]=4)=[O:15])[CH2:17]3)=[CH:28][CH:27]=2)[CH2:33][CH2:32]1 |f:1.2,4.5,^1:38|. Procedure details: Intermediate 55A (0.10 g, 0.26 mmol), 4-methylazepan-4-ol hydrochloride (0.057 g, 0.34 mmol, see Helvetica Chimica Acta, 45, 1823-32, (1962)) and TEA (0.146 mL, 1.05 mmol) were mixed in dichloromethane (4 mL). The mixture was stirred at RT for 1 h and then sodium triacetoxyhydroborate (0.112 g, 0.53 mmol) was added and the mixture was stirred at RT overnight. Aqueous NaHCO3 (sat., 3 mL) and dichloromethane (3 mL) were added and the mixture was filtered through a phase separator and the solvent w... The reactants are CCOC(=O)C1(C2CN(C(C)c3ccccc3)CC2F)CC1, O=C(Cl)OCc1ccccc1, ClCCl. Yields the product CCOC(=O)C1(C2CN(C(=O)OCc3ccccc3)CC2F)CC1. As a reaction SMILES: [CH2:1]([CH3:2])[O:3][C:4](=[O:5])[C:6]1([CH:9]2[CH:10]([F:22])[CH2:11][N:12]([CH:14]([c:15]3[cH:16][cH:17][cH:18][cH:19][cH:20]3)[CH3:21])[CH2:13]2)[CH2:7][CH2:8]1.[Cl:23][C:24](=[O:25])[O:26][CH2:27][c:28]1[cH:29][cH:30][cH:31][cH:32][cH:33]1.[Cl:34][CH2:35][Cl:36]>>[CH2:1]([CH3:2])[O:3][C:4](=[O:5])[C:6]1([CH:9]2[CH:10]([F:22])[CH2:11][N:12]([C:24](=[O:25])[O:26][CH2:27][c:28]3[cH:29][cH:30][cH:31][cH:32][cH:33]3)[CH2:13]2)[CH2:7][CH2:8]1. Starting materials: C(C)(=O)OCC (ethyl acetate), C(=C)[Mg]Br (Vinyl magnesium bromide), BrC1=NC=C(C(=C1)[N+](=O)[O-])Br (2,5-dibromo-4-nitropyridine), [Cl-].[NH4+] (ammonium chloride). The solvent is O (water), C1CCOC1 (THF), C1CCOC1 (THF). Conditions: temperature 0 celsius, time 1 hour. Product: BrC1=NC=C(C2=C1C=CN2)Br (4,7-Dibromo-1H-pyrrolo[3,2-c]pyridine). RXN SMILES: [CH:1]([Mg]Br)=[CH2:2].[Br:5][C:6]1[CH:11]=[C:10]([N+:12]([O-])=O)[C:9]([Br:15])=[CH:8][N:7]=1.[Cl-].[NH4+].C(OCC)(=O)C>C1COCC1.O>[Br:5][C:6]1[C:11]2[CH:1]=[CH:2][NH:12][C:10]=2[C:9]([Br:15])=[CH:8][N:7]=1 |f:2.3|. Procedure details: Vinyl magnesium bromide (44 ml, 1M in THF) was added to dry THF (40 ml) and the solution was cooled to 0° C. under an atmosphere of nitrogen. A solution of 2,5-dibromo-4-nitropyridine (prepared by the method of: Lee, Bang-Lin; Yamamoto, Takakazu, Macromolecules (1999), 32(5) 1375-1382.) (3.53 g) in THF (80 ml) was added dropwise over 40 mins at 0° C. The mixture was stirred at room temperature for 1 hr then cooled to 0° C. and a saturated solution of ammonium chloride (60 ml) was added. The mixt...